Dataset: the Open Reaction Database (ORD), a public repository of structured organic reaction records. Task: describe an organic reaction: reactants, conditions, products, and yield The reactants are B(Cl)(Cl)Cl (BCl3), C(C1=CC=CC=C1)ON1[C@@H]2CC[C@H](N(C1=O)C2)C2=NOC=N2 ((2S,5R)-6-(benzyloxy)-2-(1,2,4-oxadiazol-3-yl)-1,6-diaza-bicyclo[3.2.1]octan-7-one). The solvent is C(Cl)Cl (DCM). Conditions: temperature 0 celsius, time 2 hour. Product: ON1[C@@H]2CC[C@H](N(C1=O)C2)C2=NOC=N2 ((2S,5R)-6-hydroxy-2-(1,2,4-oxadiazol-3-yl)-1,6-diaza-bicyclo[3.2.1]octan-7-one). Isolated yield 127.8%. As a reaction SMILES: B(Cl)(Cl)Cl.C([O:12][N:13]1[C:19](=[O:20])[N:18]2[CH2:21][C@H:14]1[CH2:15][CH2:16][C@H:17]2[C:22]1[N:26]=[CH:25][O:24][N:23]=1)C1C=CC=CC=1>C(Cl)Cl>[OH:12][N:13]1[C:19](=[O:20])[N:18]2[CH2:21][C@H:14]1[CH2:15][CH2:16][C@H:17]2[C:22]1[N:26]=[CH:25][O:24][N:23]=1. Reported procedure: BCl3 (1M, 3.34 mL, 3.33 mmol) was added to a solution of (2S,5R)-6-(benzyloxy)-2-(1,2,4-oxadiazol-3-yl)-1,6-diaza-bicyclo[3.2.1]octan-7-one (200 mg, 0.67 mmol) in dry DCM (45 mL) at −78° C. The mixture was stirred at 0° C. for 2 hrs., then it was cooled to −78° C. and quenched with MeOH (8 mL). The solvent was removed by vacuum to give (2S,5R)-6-hydroxy-2-(1,2,4-oxadiazol-3-yl)-1,6-diaza-bicyclo[3.2.1]octan-7-one (180 mg) as a white solid, which was used directly in the next step. ESI-MS (EI+, m... Starting materials: C#Cc1ccc(C)cc1, [Cu]I, CS(=O)(=O)Nc1ccc(I)cc1, Cl[Pd]Cl, c1ccc(P(c2ccccc2)c2ccccc2)cc1, c1ccc(P(c2ccccc2)c2ccccc2)cc1. The product is Cc1ccc(C#Cc2ccc(NS(C)(=O)=O)cc2)cc1. Reaction SMILES: [C:13](#[CH:14])[c:15]1[cH:16][cH:17][c:18]([CH3:21])[cH:19][cH:20]1.[Cu:63][I:64].[I:1][c:2]1[cH:3][cH:4][c:5]([NH:8][S:9](=[O:10])(=[O:11])[CH3:12])[cH:6][cH:7]1.[Pd:22]([Cl:23])[Cl:24].[c:25]1([P:26]([c:27]2[cH:28][cH:29][cH:30][cH:31][cH:32]2)[c:33]2[cH:34][cH:35][cH:36][cH:37][cH:38]2)[cH:39][cH:40][cH:41][cH:42][cH:43]1.[c:44]1([P:45]([c:46]2[cH:47][cH:48][cH:49][cH:50][cH:51]2)[c:52]2[cH:53][cH:54][cH:55][cH:56][cH:57]2)[cH:58][cH:59][cH:60][cH:61][cH:62]1>>[c:2]1([C:14]#[C:13][c:15]2[cH:16][cH:17][c:18]([CH3:21])[cH:19][cH:20]2)[cH:3][cH:4][c:5]([NH:8][S:9](=[O:10])(=[O:11])[CH3:12])[cH:6][cH:7]1. The reactants are ClC1=C(CN)C(=CC=C1)F (2-chloro-6-fluorobenzyl amine), FC1=C(C=C(C=C1)F)S(=O)(=O)Cl (2,5-difluorobenzenesulfonyl chloride), CSC=1C=C(N)C=CC1 (3-(methylsulfanyl)aniline). Solvent: CC#N (MeCN), O1CCOCC1 (1,4-dioxane). The product is ClC1=C(CNC2=C(C=C(C=C2)F)S(=O)(=O)NC2=CC(=CC=C2)SC)C(=CC=C1)F (2-[(2-Chloro-6-fluorobenzyl)amino]-5-fluoro-N-[3-(methylsulfanyl)phenyl]benzenesulfonamide). Isolated yield 5.2%. Reaction SMILES: F[C:2]1[CH:7]=[CH:6][C:5]([F:8])=[CH:4][C:3]=1[S:9](Cl)(=[O:11])=[O:10].[CH3:13][S:14][C:15]1[CH:16]=[C:17]([CH:19]=[CH:20][CH:21]=1)[NH2:18].[Cl:22][C:23]1[CH:30]=[CH:29][CH:28]=[C:27]([F:31])[C:24]=1[CH2:25][NH2:26]>O1CCOCC1.CC#N>[Cl:22][C:23]1[CH:30]=[CH:29][CH:28]=[C:27]([F:31])[C:24]=1[CH2:25][NH:26][C:2]1[CH:7]=[CH:6][C:5]([F:8])=[CH:4][C:3]=1[S:9]([NH:18][C:17]1[CH:19]=[CH:20][CH:21]=[C:15]([S:14][CH3:13])[CH:16]=1)(=[O:11])=[O:10]. Procedure details: The title compound (119 mg, 0.26 mmol) was prepared in two steps from 2,5-difluorobenzenesulfonyl chloride (1.07 g, 5.0 mmol) and 3-(methylsulfanyl)aniline (769 mg, 5.5 mmol) in 1,4-dioxane at 70° C.; followed by 2-chloro-6-fluorobenzyl amine (762 uL, 5.9 mmol) in MeCN (1.5 mL) at 180° C. in a Biotage Initiator microwave reactor using the methods of (IntB1). Starting materials: C(C)(C)(C)C(=O)CN1C(C(CN(C2=C1C=C(C=C2)C)C2=CC=CC=C2)NC([C@H](CC2=CC=CC=C2)N(C(=S)N)C2=CC=CC=C2)=O)=O ((+)-1-tert-Butylcarbonylmethyl-2-oxo-3-[(2S)-[2-(N-phenylthioureido)-3-phenylpropionyl]amino]-5-phenyl-8-methyl-1,3,4,5-tetrahydro-2H-1,5-benzodiazepine). The solvent is FC(C(=O)O)(F)F (trifluoroacetic acid). Conditions: temperature 50 celsius, time 1 hour. The product is C(C)(C)(C)C(=O)CN1C(C(CN(C2=C1C=C(C=C2)C)C2=CC=CC=C2)N)=O ((+)-1-tert-butylcarbonylmethyl-2-oxo-3-amino-5-phenyl-8-methyl-1,3,4,5-tetrahydro-2H-1,5-benzodiazepine). Yield: 78.8%. Reaction SMILES: [C:1]([C:5]([CH2:7][N:8]1[C:14]2[CH:15]=[C:16]([CH3:19])[CH:17]=[CH:18][C:13]=2[N:12]([C:20]2[CH:25]=[CH:24][CH:23]=[CH:22][CH:21]=2)[CH2:11][CH:10]([NH:26]C(=O)[C@@H](N(C2C=CC=CC=2)C(N)=S)CC2C=CC=CC=2)[C:9]1=[O:47])=[O:6])([CH3:4])([CH3:3])[CH3:2]>FC(F)(F)C(O)=O>[C:1]([C:5]([CH2:7][N:8]1[C:14]2[CH:15]=[C:16]([CH3:19])[CH:17]=[CH:18][C:13]=2[N:12]([C:20]2[CH:25]=[CH:24][CH:23]=[CH:22][CH:21]=2)[CH2:11][CH:10]([NH2:26])[C:9]1=[O:47])=[O:6])([CH3:4])([CH3:2])[CH3:3]. Reported procedure: (+)-1-tert-Butylcarbonylmethyl-2-oxo-3-[(2S)-[2-(N-phenylthioureido)-3-phenylpropionyl]amino]-5-phenyl-8-methyl-1,3,4,5-tetrahydro-2H-1,5-benzodiazepine (3.24 g) was dissolved in trifluoroacetic acid (40 ml), the solution was stirred for one hour at 50° C. The reaction mixture was concentrated under reduced pressure, neutralized with saturated aqueous sodium bicarbonate, and extracted with methylene chloride. The organic layer was dried over anhydrous sodium sulfate, the solvent was evaporated u... Reactants: C1CC(=O)N(C1=O)Cl (NCS), OC[C@](C)(O)C1=CC=C(C(=O)NC2=CC3=C(C=N2)C=CN3C)C=C1 ((R)-4-(1,2-dihydroxypropan-2-yl)-N-(1-methyl-1H-pyrrolo[3,2-c]pyridin-6-yl)benzamide), ice water. The solvent is CN(C)C=O (DMF). Run at time 3 hour. The product is ClC1=CN(C2=C1C=NC(=C2)NC(C2=CC=C(C=C2)[C@@](CO)(C)O)=O)C ((R)-N-(3-chloro-1-methyl-1H-pyrrolo[3,2-c]pyridin-6-yl)-4-(1,2-dihydroxypropan-2-yl)benzamide). Isolated yield 21.3%. RXN SMILES: [OH:1][CH2:2][C@@:3]([C:6]1[CH:24]=[CH:23][C:9]([C:10]([NH:12][C:13]2[N:18]=[CH:17][C:16]3[CH:19]=[CH:20][N:21]([CH3:22])[C:15]=3[CH:14]=2)=[O:11])=[CH:8][CH:7]=1)([OH:5])[CH3:4].C1C(=O)N([Cl:32])C(=O)C1>CN(C=O)C>[Cl:32][C:19]1[C:16]2[CH:17]=[N:18][C:13]([NH:12][C:10](=[O:11])[C:9]3[CH:23]=[CH:24][C:6]([C@:3]([OH:5])([CH3:4])[CH2:2][OH:1])=[CH:7][CH:8]=3)=[CH:14][C:15]=2[N:21]([CH3:22])[CH:20]=1. Reported procedure: (R)-4-(1,2-dihydroxypropan-2-yl)-N-(1-methyl-1H-pyrrolo[3,2-c]pyridin-6-yl)benzamide (750 mg, 2.3 mmol) was dissolved in DMF (20 ml) and NCS (310 mg, 2.3 mmol) was added to it. Stirring continued at 50° C. for 3 hours. The mixture was poured into 50 ml ice water and was extracted into ethyl acetate (3×100 ml). Combined organic layers were dried over sodium sulfate and concentrated in vacuo. The crude product was purified by preparatory HPLC (TFA mode, 15-50% ACN in water). Fractions containing t... Reactants: CCOC(=O)C1(Cc2ccc(Br)cc2)CC(C(Cc2ccccc2)NC(=O)OC(C)(C)C)OC1=O, CCO, Cl, O. Product: CC(C)(C)OC(=O)NC(Cc1ccccc1)C1CC(Cc2ccc(Br)cc2)C(=O)O1. As a reaction SMILES: [CH2:1]([O:2][C:3](=[O:4])[C:6]1([CH2:28][c:29]2[cH:30][cH:31][c:32]([Br:35])[cH:33][cH:34]2)[C:7](=[O:27])[O:8][CH:9]([CH:11]([CH2:12][c:13]2[cH:14][cH:15][cH:16][cH:17][cH:18]2)[NH:19][C:20](=[O:21])[O:22][C:23]([CH3:24])([CH3:25])[CH3:26])[CH2:10]1)[CH3:5].[CH3:37][CH2:38][OH:39].[ClH:36].[OH2:40]>>[CH:6]1([CH2:28][c:29]2[cH:30][cH:31][c:32]([Br:35])[cH:33][cH:34]2)[C:7](=[O:27])[O:8][CH:9]([CH:11]([CH2:12][c:13]2[cH:14][cH:15][cH:16][cH:17][cH:18]2)[NH:19][C:20](=[O:21])[O:22][C:23]([CH3:24])([CH3:25])[CH3:26])[CH2:10]1.